From a dataset of the Open Reaction Database (ORD), a public repository of structured organic reaction records. describe an organic reaction: reactants, conditions, products, and yield Reaction SMILES: [C:1]([O:2][C:3](=[O:4])[N:8]1[CH2:9][CH2:10][CH:11]([NH:14][c:15]2[n:16][c:17]([O:25][CH3:26])[n:18][c:19]([NH:21][CH2:22][CH2:23][OH:24])[n:20]2)[CH2:12][CH2:13]1)([CH3:5])([CH3:6])[CH3:7].[C:34](=[O:35])([O-:36])[O-:37].[CH3:40][CH2:41][OH:42].[ClH:27].[K+:38].[K+:39].[O:28]1[CH2:29][CH2:30][O:31][CH2:32][CH2:33]1.[OH2:43]>>[NH:8]1[CH2:9][CH2:10][CH:11]([NH:14][c:15]2[n:16][c:17]([O:25][CH3:26])[n:18][c:19]([NH:21][CH2:22][CH2:23][OH:24])[n:20]2)[CH2:12][CH2:13]1. Yields the product COc1nc(NCCO)nc(NC2CCNCC2)n1. The reactants are COc1nc(NCCO)nc(NC2CCN(C(=O)OC(C)(C)C)CC2)n1, O=C([O-])[O-], CCO, Cl, [K+], [K+], C1COCCO1, O.